Dataset: the Open Reaction Database (ORD), a public repository of structured organic reaction records. Task: describe an organic reaction: reactants, conditions, products, and yield Reactants: OC1=CC=C2C(C(=C(OC2=C1C)C1CCNCC1)C)=O (7-hydroxy-3,8-dimethyl-2-(piperidin-4-yl)-4H-chromen-4-one), N1=CC=CC=C1 (pyridine), C(OCC)(=O)Cl (ethyl chlorocarbonate). Solvent: CN(C=O)C (dimethylformamide). Run at time 2 day. Yields the product OC1=CC=C2C(C(=C(OC2=C1C)C1CCN(CC1)C(=O)OCC)C)=O (Ethyl 4-(7-hydroxy-3,8-dimethyl-4-oxo-4H-chromen-2-yl)piperidine-1-carboxylate). The yield is 69.5%. RXN SMILES: [OH:1][C:2]1[C:11]([CH3:12])=[C:10]2[C:5]([C:6](=[O:20])[C:7]([CH3:19])=[C:8]([CH:13]3[CH2:18][CH2:17][NH:16][CH2:15][CH2:14]3)[O:9]2)=[CH:4][CH:3]=1.N1C=CC=CC=1.[C:27](Cl)(=[O:31])[O:28][CH2:29][CH3:30]>CN(C)C=O>[OH:1][C:2]1[C:11]([CH3:12])=[C:10]2[C:5]([C:6](=[O:20])[C:7]([CH3:19])=[C:8]([CH:13]3[CH2:18][CH2:17][N:16]([C:27]([O:28][CH2:29][CH3:30])=[O:31])[CH2:15][CH2:14]3)[O:9]2)=[CH:4][CH:3]=1. Procedure: To a solution of 7-hydroxy-3,8-dimethyl-2-(piperidin-4-yl)-4H-chromen-4-one (68 mg, 0.25 mmol) obtained in Example 7-2 and pyridine (22 μL, 0.28 mmol) in dimethylformamide (2 mL), ethyl chlorocarbonate (24 μL, 0.25 mmol) was added dropwise under cooling with ice, and then the mixture was brought back to room temperature and stirred for 2 days. The reaction solution was concentrated, and the obtained residue was purified by reverse-phase HPLC to obtain 60 mg of the title compound (yield: 69%).